From a dataset of the Open Reaction Database (ORD), a public repository of structured organic reaction records. describe an organic reaction: reactants, conditions, products, and yield Starting materials: C[Si](C)(C)C=[N+]=[N-] (trimethylsilyldiazomethane), C1(=CC=CC=C1)[C@H]1[C@H](CCC=C1)C(=O)O (1(R)-phenyl-2(S)-carboxy cyclohex-5-ene). Solvent: CO.C1CCOC1 (MeOH THF). Conditions: time 3 hour. The product is C1(=CC=CC=C1)[C@H]1[C@H](CCC=C1)C(=O)OC (1(R)-phenyl-2(S)-carbomethoxy-cyclohex-5-ene). RXN SMILES: [C:1]1([C@@H:7]2[CH:12]=[CH:11][CH2:10][CH2:9][C@@H:8]2[C:13]([OH:15])=[O:14])[CH:6]=[CH:5][CH:4]=[CH:3][CH:2]=1.[CH3:16][Si](C=[N+]=[N-])(C)C>CO.C1COCC1>[C:1]1([C@@H:7]2[CH:12]=[CH:11][CH2:10][CH2:9][C@@H:8]2[C:13]([O:15][CH3:16])=[O:14])[CH:6]=[CH:5][CH:4]=[CH:3][CH:2]=1 |f:2.3|. Procedure: To a solution of 900 mg (4.45 mmol) of 1(R)-phenyl-2(S)-carboxy cyclohex-5-ene (See U.S. Pat. No. 5,750,549, Example 158, Step B) in a 4:1 solution of MeOH/THF was added trimethylsilyldiazomethane until a yellow color persisted. After stirring at room temperature for 3 hour the reaction was concentrated in vacuo and the residue was purified by flash chromatography eluting with 0-15% EtOAc in hexanes to afford the ester (300 mg) as a colorless oil. 1H NMR (CDCl3, 500 MHz) δ 7.19-7.30 (m, 5H), 5.9... The reactants are O=C([O-])[O-], CCOC(=O)C(C)Br, CC1(C)OB(c2cn[nH]c2)OC1(C)C, Cc1ccccc1, CN(C)C=O, [K+], [K+], O. Product: CCOC(=O)C(C)n1cc(B2OC(C)(C)C(C)(C)O2)cn1. RXN SMILES: [C:15](=[O:16])([O-:17])[O-:18].[CH2:21]([CH3:22])[O:23][C:24]([CH:25]([CH3:26])[Br:27])=[O:28].[CH3:1][C:2]1([CH3:14])[O:3][B:4]([c:9]2[cH:10][n:11][nH:12][cH:13]2)[O:5][C:6]1([CH3:7])[CH3:8].[CH3:29][c:30]1[cH:31][cH:32][cH:33][cH:34][cH:35]1.[CH3:36][N:37]([CH3:38])[CH:39]=[O:40].[K+:19].[K+:20].[OH2:41]>>[CH3:1][C:2]1([CH3:14])[O:3][B:4]([c:9]2[cH:10][n:11][n:12]([CH:25]([C:24]([O:23][CH2:21][CH3:22])=[O:28])[CH3:26])[cH:13]2)[O:5][C:6]1([CH3:7])[CH3:8]. The reactants are C(CCCN)CCN (HMDA), C(C(=O)OCC)(=O)OCC (diethyl oxalate). Run in C(C)O (ethanol). Reaction conditions: time 18 hour. Yields the product C(C)OC(C(=O)NCCCCCCNC(C(=O)O)=O)=O (hexamethylene-bis-oxamic acid ethyl ester). The yield is 29.4%. As a reaction SMILES: [CH2:1]([CH2:6][CH2:7][NH2:8])[CH2:2][CH2:3][CH2:4][NH2:5].[C:9]([O:16][CH2:17][CH3:18])(=[O:15])[C:10]([O:12]CC)=O>C(O)C>[CH2:17]([O:16][C:9](=[O:15])[C:10]([NH:5][CH2:4][CH2:3][CH2:2][CH2:1][CH2:6][CH2:7][NH:8][C:10](=[O:12])[C:9]([OH:16])=[O:15])=[O:12])[CH3:18]. Reported procedure: The method of Example II in U.S. Pat. No. 2,343,808 was used. Molten HMDA (27.1 grams) was poured into a solution of diethyl oxalate (136 grams) in ethanol (127 mL) and stirred for 18 hours. The solid was collected by filtration, dissolved in CH2Cl2 (150 mL) and purified by flash column chromatography (EtOAc as the eluent). The resulting solid was boiled in MTBE (150 mL), cooled to ambient temperature, and then collected by filtration to obtain 19.8 grams of hexamethylene-bis-oxamic acid ethyl e... Starting materials: FC1=C2C=CN(C2=CC=C1)[C@H]1[C@H](OC(C)=O)[C@@H](OC(C)=O)[C@H](OC(C)=O)[C@H](O1)COC(C)=O (4-Fluoro-1-(2,3,4,6-tetra-O-acetyl-β-D-glucopyranosyl)indole), ClCCOC1=CC=C(C(=O)Cl)C=C1 (4-(2-chloroethyloxy)benzoyl chloride). Yields the product ClCCOC1=CC=C(C=C1)CC1=CN(C2=CC=CC(=C12)F)[C@H]1[C@H](O)[C@@H](O)[C@H](O)[C@H](O1)CO (3-(4-(2-Chloroethyloxy)phenylmethyl)-4-fluoro-1-(β-D-gluco-pyranosyl)indole). As a reaction SMILES: [F:1][C:2]1[CH:10]=[CH:9][CH:8]=[C:7]2[C:3]=1[CH:4]=[CH:5][N:6]2[C@@H:11]1[O:28][C@H:27]([CH2:29][O:30]C(=O)C)[C@@H:22]([O:23]C(=O)C)[C@H:17]([O:18]C(=O)C)[C@H:12]1[O:13]C(=O)C.[Cl:34][CH2:35][CH2:36][O:37][C:38]1[CH:46]=[CH:45][C:41]([C:42](Cl)=O)=[CH:40][CH:39]=1>>[Cl:34][CH2:35][CH2:36][O:37][C:38]1[CH:46]=[CH:45][C:41]([CH2:42][C:4]2[C:3]3[C:7](=[CH:8][CH:9]=[CH:10][C:2]=3[F:1])[N:6]([C@@H:11]3[O:28][C@H:27]([CH2:29][OH:30])[C@@H:22]([OH:23])[C@H:17]([OH:18])[C@H:12]3[OH:13])[CH:5]=2)=[CH:40][CH:39]=1. Reported procedure: 4-Fluoro-1-(2,3,4,6-tetra-O-acetyl-β-D-glucopyranosyl)indole obtained in Example 2-(3) and 4-(2-chloroethyloxy)benzoyl chloride were treated in a manner similar to Example 3 to give the titled compound as a colorless powder. APCI-Mass m/Z 483/485 (M+NH4). 1H-NMR (DMSO-d6) δ 3.20-3.50 (m, 4H), 3.63-3.70 (m, 2H), 3.91 (t, J=5.1 Hz, 2H), 4.02 (s, 2H), 4.20 (t, J=5.0 Hz, 2H), 4.53 (t, J=5.5 Hz, 1H), 5.09 (d, J=5.3 Hz, 1H), 5.16 (d, J=5.0 Hz, 1H), 5.20 (d, J=5.8 Hz, 1H), 5.37 (d, J=9.2 Hz, 1H), 6.74 ...